This data is from the Open Reaction Database (ORD), a public repository of structured organic reaction records. The task is: describe an organic reaction: reactants, conditions, products, and yield Product: COc1ccc(C(OC(=O)C2CN3CCC2CC3)c2ccccc2)cc1. As a reaction SMILES: [CH2:13]([Cl:14])[CH2:15][Cl:16].[CH2:43]1[O:44][CH2:45][CH2:46][CH2:47]1.[CH3:27][O:28][c:29]1[cH:30][cH:31][c:32]([CH:35]([OH:36])[c:37]2[cH:38][cH:39][cH:40][cH:41][cH:42]2)[cH:33][cH:34]1.[ClH:1].[N:2]12[CH2:3][CH:4]([C:10](=[O:11])[OH:12])[CH:5]([CH2:6][CH2:7]1)[CH2:8][CH2:9]2.[OH:17][n:18]1[c:19]2[c:20]([cH:21][cH:22][cH:23][cH:24]2)[n:25][n:26]1>>[N:2]12[CH2:3][CH:4]([C:10](=[O:11])[O:12][CH:35]([c:32]3[cH:31][cH:30][c:29]([O:28][CH3:27])[cH:34][cH:33]3)[c:37]3[cH:38][cH:39][cH:40][cH:41][cH:42]3)[CH:5]([CH2:6][CH2:7]1)[CH2:8][CH2:9]2. The reactants are ClCCCl, C1CCOC1, COc1ccc(C(O)c2ccccc2)cc1, Cl, O=C(O)C1CN2CCC1CC2, On1nnc2ccccc21. The reactants are C1(CCCCC1)CN (Cyclohexylmethylamine), C(C)(C)N(C(C)C)CC (N,N-diisopropylethylamine), ClC1=NC=C(C(=N1)Cl)[N+](=O)[O-] (2,4-dichloro-5-nitropyrimidine). The solvent is ClCCl (dichloromethane), ClCCl (dichloromethane). Product: ClC1=NC=C(C(=N1)NCC1CCCCC1)[N+](=O)[O-] (2-chloro-4-cyclohexylmethylamino-5-nitropyrimidine). Isolated yield 25.6%. Reaction SMILES: [CH:1]1([CH2:7][NH2:8])[CH2:6][CH2:5][CH2:4][CH2:3][CH2:2]1.C(N(CC)C(C)C)(C)C.[Cl:18][C:19]1[N:24]=[C:23](Cl)[C:22]([N+:26]([O-:28])=[O:27])=[CH:21][N:20]=1>ClCCl>[Cl:18][C:19]1[N:24]=[C:23]([NH:8][CH2:7][CH:1]2[CH2:6][CH2:5][CH2:4][CH2:3][CH2:2]2)[C:22]([N+:26]([O-:28])=[O:27])=[CH:21][N:20]=1. Reported procedure: Cyclohexylmethylamine (3.11 g) and N,N-diisopropylethylamine (6.2 ml) were dissolved into 45 ml dichloromethane. The mixture was added dropwise to a solution of 2,4-dichloro-5-nitropyrimidine (4.85 g) in dichloromethane (30 ml) at 0° C. After the completion of the dropwise addition, the mixture was kept at the same temperature to react for 20 min. Purification was conducted by a column chromatography to obtain a bright-yellow sheet-like solid (1.73 g) in a yield of 26%. ESI-MS (m/z, %) 272 (M−H)... The reactants are C1(=CC=CC=C1)[C@H](C)N=C=O ((S)-(-)-1-phenylethylisocyanate), CN(C)CC1NCCCC1 (racemic 2-[(dimethylamino)methyl]piperidine), C([C@@H](O)[C@H](O)C(=O)O)(=O)O (D-(-)-tartaric acid), ditartrate. The solvent is C(C)O (ethanol). Yields the product C(C)N(CC)CC1NCCCC1 ((+)-2-[(Diethylamino)methyl]piperidine). Reaction SMILES: CN(C[CH:5]1[CH2:10]C[CH2:8][CH2:7][NH:6]1)C.[C:11](O)(=O)[C@H:12]([C@@H:14]([C:16](O)=O)O)O.[C:21]1([C@@H:27]([N:29]=C=O)C)C=CC=CC=1>C(O)C>[CH2:7]([N:6]([CH2:11][CH:12]1[CH2:14][CH2:16][CH2:21][CH2:27][NH:29]1)[CH2:5][CH3:10])[CH3:8]. Procedure details: The title compound is prepared analogously to Example 52(a) from racemic 2-[(dimethylamino)methyl]piperidine and D-(-)-tartaric acid. The ditartrate melted at 191°-192.5° C. The base, with a boiling point 17 mm Hg 88°-94° C., had a content of (+)-enantiomer determined by reaction with (S)-(-)-1-phenylethylisocyanate and subsequent HPLC investigation, of 98.5%. [α]D20 =+64° (ethanol). Starting materials: CReRf—CRgRh—N(R6)—, COC=1C=C2C(N(C(=NC2=CC1OC)C1C(CNCC1)CCC1=CC=CC=C1)C)=O (6,7-dimethoxy-2-[3-phenethyl-piperidin-4-yl]-3-methyl-3H-quinazolin-4-one), C(C1=CC=CC=C1)=O (benzaldehyde). Product: COC=1C=C2C(N(C(=NC2=CC1OC)C1C(CN(CC1)CC1=CC=CC=C1)CCC1=CC=CC=C1)C)=O (6,7-dimethoxy-2-[1-benzyl-3-phenethyl-piperidin4-yl]-3-methyl-3H-quinazolin-4-one). As a reaction SMILES: [CH3:1][O:2][C:3]1[CH:4]=[C:5]2[C:10](=[CH:11][C:12]=1[O:13][CH3:14])[N:9]=[C:8]([CH:15]1[CH2:20][CH2:19][NH:18][CH2:17][CH:16]1[CH2:21][CH2:22][C:23]1[CH:28]=[CH:27][CH:26]=[CH:25][CH:24]=1)[N:7]([CH3:29])[C:6]2=[O:30].[CH:31](=O)[C:32]1[CH:37]=[CH:36][CH:35]=[CH:34][CH:33]=1>>[CH3:1][O:2][C:3]1[CH:4]=[C:5]2[C:10](=[CH:11][C:12]=1[O:13][CH3:14])[N:9]=[C:8]([CH:15]1[CH2:20][CH2:19][N:18]([CH2:31][C:32]3[CH:37]=[CH:36][CH:35]=[CH:34][CH:33]=3)[CH2:17][CH:16]1[CH2:21][CH2:22][C:23]1[CH:28]=[CH:27][CH:26]=[CH:25][CH:24]=1)[N:7]([CH3:29])[C:6]2=[O:30]. Reported procedure: Formula I where U—V is —CReRf—CRgRh—N(R6)—; R1, R4, Rb and Rc to Rh are H; R2 and R3 are methoxy; R5 is methyl; and Ra is phenethyl; and R6 is benzyl: By following the procedure described in Example 3, substituting 3-benzyl-7-chloro-1-(pyrrolidine-2-carbonyl)-2,3-dihydro-1H-quinazoline-4-one with 6,7-dimethoxy-2-[3-phenethyl-piperidin-4-yl]-3-methyl-3H-quinazolin-4-one, and substituting p-tolualdehyde with benzaldehyde, there is obtained 6,7-dimethoxy-2-[1-benzyl-3-phenethyl-piperidin4-yl]-3-met... The reactants are F[B-](F)(F)F, CC1CC(CC#N)(n2cc(-c3ncnc4c3ccn4COCC[Si](C)(C)C)cn2)C1, CC#N, [Li+], [NH4+], [OH-], O. Yields the product CC1CC(CC#N)(n2cc(-c3ncnc4[nH]ccc34)cn2)C1. Reaction SMILES: [B-:34]([F:35])([F:36])([F:37])[F:38].[CH3:1][CH:2]1[CH2:3][C:4]([n:6]2[n:7][cH:8][c:9](-[c:11]3[c:12]4[c:13]([n:14][cH:15][n:16]3)[n:17]([CH2:20][O:21][CH2:22][CH2:23][Si:24]([CH3:25])([CH3:26])[CH3:27])[cH:18][cH:19]4)[cH:10]2)([CH2:28][C:29]#[N:30])[CH2:5]1.[CH3:31][C:32]#[N:33].[Li+:39].[NH4+:40].[OH-:41].[OH2:42]>>[CH3:1][CH:2]1[CH2:3][C:4]([n:6]2[n:7][cH:8][c:9](-[c:11]3[c:12]4[c:13]([n:14][cH:15][n:16]3)[nH:17][cH:18][cH:19]4)[cH:10]2)([CH2:28][C:29]#[N:30])[CH2:5]1. Starting materials: [BH4-], CCOC(=O)c1cc(Cl)c(NC(=O)c2ccc(OC)c(OC3CCCC3)c2)c(Cl)c1, [Li+], C1CCOC1. Reaction SMILES: [BH4-:31].[Cl:1][c:2]1[c:3]([NH:14][C:15]([c:16]2[cH:17][c:18]([O:24][CH:25]3[CH2:26][CH2:27][CH2:28][CH2:29]3)[c:19]([O:22][CH3:23])[cH:20][cH:21]2)=[O:30])[c:4]([Cl:13])[cH:5][c:6]([C:8](=[O:9])[O:10][CH2:11][CH3:12])[cH:7]1.[Li+:32].[O:33]1[CH2:34][CH2:35][CH2:36][CH2:37]1>>[Cl:1][c:2]1[c:3]([NH:14][C:15]([c:16]2[cH:17][c:18]([O:24][CH:25]3[CH2:26][CH2:27][CH2:28][CH2:29]3)[c:19]([O:22][CH3:23])[cH:20][cH:21]2)=[O:30])[c:4]([Cl:13])[cH:5][c:6]([CH2:8][OH:9])[cH:7]1. Product: COc1ccc(C(=O)Nc2c(Cl)cc(CO)cc2Cl)cc1OC1CCCC1. Starting materials: CN1N=CC=C1N (1-methyl-1H-pyrazol-5-amine), C(C)OC1=NC=CC(=C1)N (2-ethoxypyridin-4-amine). The product is C(C)OC1=NC=CC(=C1)NC=1N=CC2=C(N1)CNCC2 (N-(2-ethoxypyridin-4-yl)-5,6,7,8-tetrahydropyrido[3,4-d]pyrimidin-2-amine). RXN SMILES: [CH3:1][N:2]1[C:6](N)=[CH:5][CH:4]=[N:3]1.[CH2:8]([O:10][C:11]1[CH:16]=[C:15]([NH2:17])[CH:14]=[CH:13][N:12]=1)[CH3:9]>>[CH2:8]([O:10][C:11]1[CH:16]=[C:15]([NH:17][C:1]2[N:3]=[CH:4][C:5]3[CH2:5][CH2:6][NH:2][CH2:1][C:6]=3[N:2]=2)[CH:14]=[CH:13][N:12]=1)[CH3:9]. Procedure details: N-(2-ethoxypyridin-4-yl)-5,6,7,8-tetrahydropyrido[3,4-d]pyrimidin-2-amine (186) was prepared in accord with the procedures described in steps 1 to 4 of example 25 except in step 1, 1-methyl-1H-pyrazol-5-amine was replaced with 2-ethoxypyridin-4-amine. Reactants: CN1CCNCC1, Cc1ccccc1, ClP(Cl)(Cl)(Cl)Cl, Cc1ccc2nc(S)oc2c1. Yields the product Cc1ccc2nc(N3CCN(C)CC3)oc2c1. RXN SMILES: [CH3:18][N:19]1[CH2:20][CH2:21][NH:22][CH2:23][CH2:24]1.[CH3:25][c:26]1[cH:27][cH:28][cH:29][cH:30][cH:31]1.[Cl:1][P:2]([Cl:3])([Cl:4])([Cl:5])[Cl:6].[SH:7][c:8]1[o:9][c:10]2[c:11]([n:12]1)[cH:13][cH:14][c:15]([CH3:17])[cH:16]2>>[c:8]1([N:22]2[CH2:21][CH2:20][N:19]([CH3:18])[CH2:24][CH2:23]2)[o:9][c:10]2[c:11]([n:12]1)[cH:13][cH:14][c:15]([CH3:17])[cH:16]2. Starting materials: O(C(=O)OC(C)(C)C)C(=O)OC(C)(C)C (BOC2O), TEA, N(=[N+]=[N-])[C@@H]1C(OCC1(C)C)=O ((S)-3-azido-4,4-dimethyldihydrofuran-2(3H)-one). Reagents/catalysts: [Pd] (Pd/C). The solvent is CCOC(=O)C (EtOAc), C(Cl)Cl (DCM), CO (MeOH). Reaction conditions: time 16 hour. Product: CC1([C@@H](C(OC1)=O)NC(OC(C)(C)C)=O)C ((S)-tert-butyl 4,4-dimethyl-2-oxotetrahydrofuran-3-ylcarbamate). RXN SMILES: [N:1]([C@H:4]1[C:8]([CH3:10])([CH3:9])[CH2:7][O:6][C:5]1=[O:11])=[N+]=[N-].[O:12](C(OC(C)(C)C)=O)[C:13]([O:15][C:16]([CH3:19])([CH3:18])[CH3:17])=O>CO.C(Cl)Cl.CCOC(C)=O.[Pd]>[CH3:9][C:8]1([CH3:10])[CH2:7][O:6][C:5](=[O:11])[C@H:4]1[NH:1][C:13](=[O:12])[O:15][C:16]([CH3:19])([CH3:18])[CH3:17]. Reported procedure: To a solution of (S)-3-azido-4,4-dimethyldihydrofuran-2(3H)-one (5.52 g) in MeOH 910 mL) was added 10% Pd/C (0.379 g, 0.356 mmol) under N2. The reaction mixture was stirred under H2 at rt for 16 hrs. The reaction was filtered through diatomaceous earth (Celite®), washed with EtOAc and the filtrate was concentrated to yield a clear oil. To the above oil in DCM (10 mL) was added BOC2O (9.09 mL) and TEA (13.88 mL). The reaction mixture was stirred at rt for 16 hrs. The reaction mixture was diluted ...